describe an organic reaction: reactants, conditions, products, and yield From a dataset of the Open Reaction Database (ORD), a public repository of structured organic reaction records. The reactants are [BH4-], CO, CC(=O)CCc1cc(N)ccc1S(=O)(=O)Nc1ccc2c(c1)B(O)OC2, [Na+]. The product is CC(O)CCc1cc(N)ccc1S(=O)(=O)Nc1ccc2c(c1)B(O)OC2. RXN SMILES: [BH4-:27].[CH3:29][OH:30].[NH2:1][c:2]1[cH:3][c:4]([CH2:22][CH2:23][C:24]([CH3:25])=[O:26])[c:5]([S:8](=[O:9])(=[O:10])[NH:11][c:12]2[cH:13][cH:14][c:15]3[c:16]([cH:21]2)[B:17]([OH:20])[O:18][CH2:19]3)[cH:6][cH:7]1.[Na+:28]>>[NH2:1][c:2]1[cH:3][c:4]([CH2:22][CH2:23][CH:24]([CH3:25])[OH:26])[c:5]([S:8](=[O:9])(=[O:10])[NH:11][c:12]2[cH:13][cH:14][c:15]3[c:16]([cH:21]2)[B:17]([OH:20])[O:18][CH2:19]3)[cH:6][cH:7]1. Starting materials: N1=C(C=CC=C1)C=1SC=C(N1)C=CCCN1C(C2=CC=CC=C2C1=O)=O (2-(4-(2-(2-pyridinyl)-4-thiazolyl)-3-butenyl)-1H-isoindole-1,3(2H)-dione). The reagents and catalysts are [Pd] (palladium on activated charcoal). Conditions: time 2 hour. The product is N1=C(C=CC=C1)C=1SC=C(N1)CCCCN (2-(2-pyridinyl)-thiazol-4-butanamine). Isolated yield 135.8%. As a reaction SMILES: [N:1]1[CH:6]=[CH:5][CH:4]=[CH:3][C:2]=1[C:7]1[S:8][CH:9]=[C:10]([CH:12]=[CH:13][CH2:14][CH2:15][N:16]2C(=O)C3C(=CC=CC=3)C2=O)[N:11]=1>[Pd]>[N:1]1[CH:6]=[CH:5][CH:4]=[CH:3][C:2]=1[C:7]1[S:8][CH:9]=[C:10]([CH2:12][CH2:13][CH2:14][CH2:15][NH2:16])[N:11]=1. Procedure details: Using the procedure of Stage B of Preparation 32, 7.22 g of the product of Stage F and 1.5 g of palladium on activated charcoal were hydrogenated for 2 hours under 1800 mbars to obtain 6.33 g of the expected product melting at 119-121° C.